This data is from the Open Reaction Database (ORD), a public repository of structured organic reaction records. The task is: describe an organic reaction: reactants, conditions, products, and yield Starting materials: ClC1=C(C(=CC=C1)F)C1=NN(C(N1)=O)C1=CC=C(C(=O)O)C=C1 (4-[3-(2-chloro-6-fluorophenyl)-5-oxo-4,5-dihydro-1H-1,2,4-triazol-1-yl]benzoic acid), FC1=CC(=C(CN)C=C1)C(F)(F)F (4-fluoro-2-trifluoromethyl benzylamine), C(C)(C)N(CC)C(C)C (di-isopropyl ethyl amine), CN(C)C(=[N+](C)C)ON1C2=C(C=CC=C2)N=N1.[B-](F)(F)(F)F (TBTU). The solvent is C1CCOC1 (THF). Product: ClC1=C(C(=CC=C1)F)C1=NN(C(N1)=O)C1=CC=C(C(=O)NCC2=C(C=C(C=C2)F)C(F)(F)F)C=C1 (4-(3-(2-Chloro-6-fluorophenyl)-5-oxo-4,5-dihydro-1H-1,2,4-triazol-1-yl)-N-(4-fluoro-2-(trifluoromethyl)benzyl)benzamide). The yield is 16.4%. As a reaction SMILES: [Cl:1][C:2]1[CH:7]=[CH:6][CH:5]=[C:4]([F:8])[C:3]=1[C:9]1[NH:13][C:12](=[O:14])[N:11]([C:15]2[CH:23]=[CH:22][C:18]([C:19]([OH:21])=O)=[CH:17][CH:16]=2)[N:10]=1.C(N(C(C)C)CC)(C)C.CN(C(ON1N=NC2C=CC=CC1=2)=[N+](C)C)C.[B-](F)(F)(F)F.[F:55][C:56]1[CH:63]=[CH:62][C:59]([CH2:60][NH2:61])=[C:58]([C:64]([F:67])([F:66])[F:65])[CH:57]=1>C1COCC1>[Cl:1][C:2]1[CH:7]=[CH:6][CH:5]=[C:4]([F:8])[C:3]=1[C:9]1[NH:13][C:12](=[O:14])[N:11]([C:15]2[CH:16]=[CH:17][C:18]([C:19]([NH:61][CH2:60][C:59]3[CH:62]=[CH:63][C:56]([F:55])=[CH:57][C:58]=3[C:64]([F:67])([F:65])[F:66])=[O:21])=[CH:22][CH:23]=2)[N:10]=1 |f:2.3|. Reported procedure: The title compound was prepared according to the procedure described in Example-17 by using 4-[3-(2-chloro-6-fluorophenyl)-5-oxo-4,5-dihydro-1H-1,2,4-triazol-1-yl]benzoic acid (Intermediate-9, 0.100 g, 0.30 mmol), THF (5 mL), di-isopropyl ethyl amine (2.0 mL), TBTU (0.177 g, 0.540 mmol) and 4-fluoro-2-trifluoromethyl benzylamine (0.089 g, 0.600 mmol) to afford 0.025 g of desired product. 1H NMR (300 MHz, DMSO d6): δ 4.63 (d, J=4.5 Hz, 2H), 7.48-7.50 (m, 6H), 8.05 (s, 4H), 9.16 (t, 1H), 12.67 (br... Starting materials: N (NH3), CN1C2C(OCC1)CC1=CC=CC(=C1C2)OC (4-methyl-6-methoxy-3,4,4a,5,10,10a-hexahydro-2H-naphtho[2,3-b][1,4]oxazine), CO.CCOC(=O)C (MeOH EtOAc), amine, II (I2). Reagents/catalysts: [Hg](OC(=O)C)OC(=O)C (Hg(OAc)2). The solvent is CC(=O)O (AcOH), CC(=O)O (AcOH). Run at temperature 50 celsius, time 1.5 hour. Yields the product CN1C2C(OCC1)CC1=C(C=CC(=C1C2)OC)I ((±)-4-Methyl-6-methoxy-9-iodo3,4,4a,5,10,10a-hexahydro-2H-naphto -[2,3-b][1,4]oxazine). Yield: 43.5%. As a reaction SMILES: [CH3:1][N:2]1[CH2:7][CH2:6][O:5][CH:4]2[CH2:8][C:9]3[C:14]([CH2:15][CH:3]12)=[C:13]([O:16][CH3:17])[CH:12]=[CH:11][CH:10]=3.[I:18]I.N.CO.CCOC(C)=O>CC(O)=O.[Hg](OC(C)=O)OC(C)=O>[CH3:1][N:2]1[CH2:7][CH2:6][O:5][CH:4]2[CH2:8][C:9]3[C:14]([CH2:15][CH:3]12)=[C:13]([O:16][CH3:17])[CH:12]=[CH:11][C:10]=3[I:18] |f:3.4|. Procedure: A solution of 4-methyl-6-methoxy-3,4,4a,5,10,10a-hexahydro-2H-naphtho[2,3-b][1,4]oxazine (0.37 g, 1.6 mmol) was dissolved in 7 ml of AcOH and heated to 50° C. To the solution of the amine was added a solution of Hg(OAc)2 (0.62 g, 19 mmol) and I2 (1.0 g, 3.8 mmol) in 30 ml of AcOH. The resulting solution was stirred for 1 h at 50° C. and 1.5 h at 25° C. The reaction mixture was filtered to remove mercury salts and concentrated in vacuo, yielding an oily residue which was subjected to column chrom... Reactants: C1CCOC1, CCCC[N+](CCCC)(CCCC)CCCC, [Cl-], COc1ccc(Cl)cc1C(F)(C(=O)O)c1ccc(C(F)(F)F)cc1[N+](=O)[O-], [Na+], [Na+], O, O=S([O-])S(=O)[O-]. The product is COc1ccc(Cl)cc1C1(F)C(=O)Nc2cc(C(F)(F)F)ccc21. RXN SMILES: [CH2:36]1[O:37][CH2:38][CH2:39][CH2:40]1.[CH3:42][CH2:43][CH2:44][CH2:45][N+:46]([CH2:47][CH2:48][CH2:49][CH3:50])([CH2:51][CH2:52][CH2:53][CH3:54])[CH2:55][CH2:56][CH2:57][CH3:58].[Cl-:41].[Cl:1][c:2]1[cH:3][cH:4][c:5]([O:26][CH3:27])[c:6]([C:8]([C:9](=[O:10])[OH:24])([c:12]2[c:13]([N+:22]([O-:11])=[O:23])[cH:14][c:15]([C:18]([F:19])([F:20])[F:21])[cH:16][cH:17]2)[F:25])[cH:7]1.[Na+:34].[Na+:35].[OH2:59].[S:28]([S:29]([O-:30])=[O:31])([O-:32])=[O:33]>>[Cl:1][c:2]1[cH:3][cH:4][c:5]([O:26][CH3:27])[c:6]([C:8]2([F:25])[C:9](=[O:10])[NH:22][c:13]3[c:12]2[cH:17][cH:16][c:15]([C:18]([F:19])([F:20])[F:21])[cH:14]3)[cH:7]1. The reactants are CC(C)(C)OC(=O)C=Cc1cn(C2CCCCC2)c(-c2ccc(OCc3ccccc3)cc2)n1, ClCCl, O=C(O)C(F)(F)F. Product: O=C(O)C=Cc1cn(C2CCCCC2)c(-c2ccc(OCc3ccccc3)cc2)n1. RXN SMILES: [CH2:1]([c:2]1[cH:3][cH:4][cH:5][cH:6][cH:7]1)[O:8][c:9]1[cH:10][cH:11][c:12](-[c:15]2[n:16]([CH:29]3[CH2:30][CH2:31][CH2:32][CH2:33][CH2:34]3)[cH:17][c:18]([CH:20]=[CH:21][C:22](=[O:23])[O:24][C:25]([CH3:26])([CH3:27])[CH3:28])[n:19]2)[cH:13][cH:14]1.[Cl:42][CH2:43][Cl:44].[OH:35][C:36]([C:37]([F:38])([F:39])[F:40])=[O:41]>>[CH2:1]([c:2]1[cH:3][cH:4][cH:5][cH:6][cH:7]1)[O:8][c:9]1[cH:10][cH:11][c:12](-[c:15]2[n:16]([CH:29]3[CH2:30][CH2:31][CH2:32][CH2:33][CH2:34]3)[cH:17][c:18]([CH:20]=[CH:21][C:22](=[O:23])[OH:24])[n:19]2)[cH:13][cH:14]1. Reactants: OC1=C(C=NC=2C=C3C(=CC12)OCO3)C(=O)OCC (ethyl 8-hydroxy-1,3-dioxolo[4,5-g]-quinoline-7-carboxylate), P(=O)(Cl)(Cl)Cl (phosphorus oxychloride). Yields the product ClN1CC(=CC=2C=C3C(=CC12)OCO3)C(=O)OCC (Ethyl 5-chloro-1,3-dioxolo[4,5-g]quinoline-7-carboxylate). Reaction SMILES: O[C:2]1[C:11]2[CH:10]=[C:9]3[O:12][CH2:13][O:14][C:8]3=[CH:7][C:6]=2[N:5]=[CH:4][C:3]=1[C:15]([O:17][CH2:18][CH3:19])=[O:16].P(Cl)(Cl)([Cl:22])=O>>[Cl:22][N:5]1[C:6]2[CH:7]=[C:8]3[O:14][CH2:13][O:12][C:9]3=[CH:10][C:11]=2[CH:2]=[C:3]([C:15]([O:17][CH2:18][CH3:19])=[O:16])[CH2:4]1. Procedure: A mixture of 121 g of ethyl 8-hydroxy-1,3-dioxolo[4,5-g]-quinoline-7-carboxylate (0.39 mol, prepared according to the procedure of J. Med. Chem., Vol. 11, 162 (1968)) and 500 ml of phosphorus oxychloride is refluxed for 7 to 8 hours. Three quarters of the excess phosphorus oxychloride is then removed, the residue is poured onto ice, alkalized with concentrated aqueous ammonia, and the solid product is filtered off, washed with water and dried at 60° C. Yield 108.2 g (99%), m.p. 103° C. Starting materials: NC1=CC=C(C=C1)C=1C(=CC(N(N1)C)=O)C (6-(4-aminophenyl)-2,5-dimethyl-2H-pyridazin-3-one), N(N)C1=CC=C(C=C1)C=1C(CC(NN1)=O)C (6-(4-hydrazinophenyl)-5-methyl-4,5-dihydro-2H-pyridazin-3-one). Yields the product N(N)C1=CC=C(C=C1)C=1C(=CC(N(N1)C)=O)C (6-(4-hydrazinophenyl)-2,5-dimethyl-2H-pyridazin-3-one). As a reaction SMILES: [NH2:1][C:2]1[CH:7]=[CH:6][C:5]([C:8]2[C:9]([CH3:16])=[CH:10][C:11](=[O:15])[N:12]([CH3:14])[N:13]=2)=[CH:4][CH:3]=1.[NH:17](C1C=CC(C2C(C)CC(=O)NN=2)=CC=1)N>>[NH:1]([C:2]1[CH:7]=[CH:6][C:5]([C:8]2[C:9]([CH3:16])=[CH:10][C:11](=[O:15])[N:12]([CH3:14])[N:13]=2)=[CH:4][CH:3]=1)[NH2:17]. Reported procedure: The title compound was prepared from 6-(4-aminophenyl)-2,5-dimethyl-2H-pyridazin-3-one similarly as 6-(4-hydrazinophenyl)-5-methyl-4,5-dihydro-2H-pyridazin-3-one. The reactants are C(=O)(C(=O)OCC)NC1=C2CCCCC2=C(C=C1[N+](=O)[O-])S(=O)(=O)NC(=O)C(=O)OCC (5-ethoxalylamino-8-ethoxalylaminosulfonyl-1,2,3,4-tetrahydro-6-nitronaphthalene). The reagents and catalysts are [Pt] (platinum on carbon). The solvent is C(C)O (ethanol). The product is C(=O)(C(=O)OCC)NS(=O)(=O)C=1C2=C(C=3NC(C(N(C3C1)O)=O)=O)CCCC2 (6-Ethoxalylaminosulfonyl-7,8,9,10-tetrahydro-4-hydroxybenzo[f]quinoxaline-2,3(1H,4H)-dione). RXN SMILES: [C:1]([NH:8][C:9]1[C:18]([N+:19]([O-:21])=O)=[CH:17][C:16]([S:22]([NH:25][C:26]([C:28]([O:30][CH2:31][CH3:32])=[O:29])=[O:27])(=[O:24])=[O:23])=[C:15]2[C:10]=1[CH2:11][CH2:12][CH2:13][CH2:14]2)([C:3]([O:5]CC)=O)=[O:2]>C(O)C.[Pt]>[C:26]([NH:25][S:22]([C:16]1[C:15]2[CH2:14][CH2:13][CH2:12][CH2:11][C:10]=2[C:9]2[NH:8][C:1](=[O:2])[C:3](=[O:5])[N:19]([OH:21])[C:18]=2[CH:17]=1)(=[O:24])=[O:23])([C:28]([O:30][CH2:31][CH3:32])=[O:29])=[O:27]. Procedure: A suspension of 5-ethoxalylamino-8-ethoxalylaminosulfonyl-1,2,3,4-tetrahydro-6-nitronaphthalene (0.61 g, 1.3 mmol) in 100 ml of ethanol was hydrogenated at room temperature and atmospheric pressure in the presence of 60 mg of 5% platinum on carbon. After the theoretical absorption, the mixture was filtered and the filtrate was evaporated to dryness. The crude product (0.51g) was triturated with 50 ml of water, filtered off and then washed with water and a small amount of cold ethanol affording 0...